This data is from the Open Reaction Database (ORD), a public repository of structured organic reaction records. The task is: describe an organic reaction: reactants, conditions, products, and yield The reactants are FC1=CC=C(CC2CC(=C(C2=O)C2=C(C=C(C=C2C)C)C)OC)C=C1 (5-(4-fluoro-benzyl)-3-methoxy-2-(2,4,6-trimethyl-phenyl)-cyclopent-2-enone), solution. Run in Cl (hydrochloric acid), CC(=O)C (acetone), Cl (hydrochloric acid). Conditions: temperature 40 celsius. The product is FC1=CC=C(CC2C(C(C(C2)=O)C2=C(C=C(C=C2C)C)C)=O)C=C1 (4-(4-fluoro-benzyl)-2-(2,4,6-trimethyl-phenyl)-cyclopentane-1,3-dione). Isolated yield 95.6%. As a reaction SMILES: [F:1][C:2]1[CH:25]=[CH:24][C:5]([CH2:6][CH:7]2[C:11](=[O:12])[C:10]([C:13]3[C:18]([CH3:19])=[CH:17][C:16]([CH3:20])=[CH:15][C:14]=3[CH3:21])=[C:9]([O:22]C)[CH2:8]2)=[CH:4][CH:3]=1>CC(C)=O.Cl>[F:1][C:2]1[CH:25]=[CH:24][C:5]([CH2:6][CH:7]2[CH2:8][C:9](=[O:22])[CH:10]([C:13]3[C:18]([CH3:19])=[CH:17][C:16]([CH3:20])=[CH:15][C:14]=3[CH3:21])[C:11]2=[O:12])=[CH:4][CH:3]=1. Procedure: To a solution of 5-(4-fluoro-benzyl)-3-methoxy-2-(2,4,6-trimethyl-phenyl)-cyclopent-2-enone (136 mg, 0.40 mmol) in acetone (2 ml) is added a 2N solution of hydrochloric acid (2 ml) and the resulting solution is heated to 40° C. by microwave irradiation for 30 minutes. The reaction mixture is diluted with 2N hydrochloric acid (25 ml), and extracted with ethyl acetate (2×25 ml). The combined organics are washed with brine (25 ml), dried over magnesium sulphate, filtered and concentrated in vacuo t... The reactants are CCCCCC.C(CCC)[Li] (n-butyllithium hexane), CN1C=CC2=CC=CC=C12 (1-methylindole), CC(=O)C (acetone). The solvent is O1CCCC1 (tetrahydrofuran). Reaction conditions: temperature -30 celsius, time 5 minute. The product is OC(C)(C)C=1N(C2=CC=CC=C2C1)C (2-(1-hydroxy-1-methylethyl)-1-methylindole). Yield: 45.0%. RXN SMILES: [CH3:1][N:2]1[C:10]2[C:5](=[CH:6][CH:7]=[CH:8][CH:9]=2)[CH:4]=[CH:3]1.CCCCCC.C([Li])CCC.[CH3:22][C:23]([CH3:25])=[O:24]>O1CCCC1>[OH:24][C:23]([C:3]1[N:2]([CH3:1])[C:10]2[C:5]([CH:4]=1)=[CH:6][CH:7]=[CH:8][CH:9]=2)([CH3:25])[CH3:22] |f:1.2|. Procedure details: 5.0 g of 1-methylindole was dissolved in 30 ml of anhydrous tetrahydrofuran. Thereto was dropwise added 30 ml of 1.5 M n-butyllithium hexane solution, at -30° C. in 5 minutes with stirring. The mixture was stirred at 0° C. for 30 minutes. Thereto was dropwise added 4.2 ml of acetone in 10 minutes at the same temperature, and the resulting mixture was stirred at room temperature for 10 minutes. The solvent was removed by distillation under reduced pressure. The residue was mixed with 100 ml of et...